This data is from the Open Reaction Database (ORD), a public repository of structured organic reaction records. The task is: describe an organic reaction: reactants, conditions, products, and yield Starting materials: N(=[N+]=[N-])CC=1OC2=C(C1)C=CC=C2 (2-(azidomethyl)benzofuran). The reagents and catalysts are [OH-].[OH-].[Pd+2] (Pd(OH)2). Solvent: CO (MeOH). Reaction conditions: time 2.5 hour. Yields the product O1C(=CC2=C1C=CC=C2)CN (benzofuran-2-ylmethanamine). RXN SMILES: [N:1]([CH2:4][C:5]1[O:6][C:7]2[CH:13]=[CH:12][CH:11]=[CH:10][C:8]=2[CH:9]=1)=[N+]=[N-]>CO.[OH-].[OH-].[Pd+2]>[O:6]1[C:7]2[CH:13]=[CH:12][CH:11]=[CH:10][C:8]=2[CH:9]=[C:5]1[CH2:4][NH2:1] |f:2.3.4|. Procedure: A mixture of 2-(azidomethyl)benzofuran and 267 mg of 20% Pd(OH)2 in 10 mL of MeOH was stirred at r.t. under H2 balloon for 2.5 h. The mixture was filtered through Celite and concentrated to give the crude benzofuran-2-ylmethanamine which was used without further purification. Starting materials: C(C1=CC=CC=C1)N1C(C(CC=C[C@H]1C1=CC=CC=C1)N1C(C2=CC=CC=C2C1=O)=O)=O (2-[(7S)-1-benzyl-2-oxo-7-phenyl-2,3,4,7-tetrahydro-1H-azepin-3-yl]-1H-isoindole-1,3(2H)-dione), O.NN (hydrazine hydrate). Solvent: CCOCC (ether), CO (MeOH). Reaction conditions: time 8 hour. Product: N[C@H]1C(N([C@@H](C=CC1)C1=CC=CC=C1)CC1=CC=CC=C1)=O ((3R,7S)-3-amino-1-benzyl-7-phenyl-1,3,4,7-tetrahydro-2H-azepin-2-one), N[C@@H]1C(N([C@@H](C=CC1)C1=CC=CC=C1)CC1=CC=CC=C1)=O ((3S,7S)-3-amino-1-benzyl-7-phenyl-1,3,4,7-tetrahydro-2H-azepin-2-one). Isolated yield 72.0%. RXN SMILES: [CH2:1]([N:8]1[C@H:14]([C:15]2[CH:20]=[CH:19][CH:18]=[CH:17][CH:16]=2)[CH:13]=[CH:12][CH2:11][CH:10]([N:21]2C(=O)C3C(=CC=CC=3)C2=O)[C:9]1=[O:32])[C:2]1[CH:7]=[CH:6][CH:5]=[CH:4][CH:3]=1.O.NN>CO.CCOCC>[NH2:21][C@@H:10]1[CH2:11][CH:12]=[CH:13][C@@H:14]([C:15]2[CH:20]=[CH:19][CH:18]=[CH:17][CH:16]=2)[N:8]([CH2:1][C:2]2[CH:7]=[CH:6][CH:5]=[CH:4][CH:3]=2)[C:9]1=[O:32].[NH2:21][C@H:10]1[CH2:11][CH:12]=[CH:13][C@@H:14]([C:15]2[CH:20]=[CH:19][CH:18]=[CH:17][CH:16]=2)[N:8]([CH2:1][C:2]2[CH:7]=[CH:6][CH:5]=[CH:4][CH:3]=2)[C:9]1=[O:32] |f:1.2|. Procedure: To 2-[(7S)-1-benzyl-2-oxo-7-phenyl-2,3,4,7-tetrahydro-1H-azepin-3-yl]-1H-isoindole-1,3(2H)-dione (5c) (126 mg) dissolved in MeOH (4 mL) was added hydrazine hydrate (0.036 mL) and the mixture was stirred overnight at RT. A white precipitate formed in solution. The reaction mixture was diluted with ether and the precipitate was filtered and washed with ether. The etheral filtrate was concentrated and the resulting residue dissolved in DCM. The DCM solution was washed with H2O and brine, dried (Na2... Starting materials: NC1=C(C(=O)NCCC=2NC=CN2)C=CC=C1 (2-amino-N-[2-(1H-imidazol-2-yl)-ethyl]benzamide), FC(C=1C=C(C(=O)Cl)C=CC1)(F)F (m-trifluoromethylbenzoyl chloride). The product is Cl.N1C(=NC=C1)CCNC(C1=C(C=CC=C1)NC(C1=CC(=CC=C1)C(F)(F)F)=O)=O (N-[2-(1H-Imidazol-2-yl)ethyl]-2-[[3-(trifluoromethyl)-benzoyl]amino]benzamide monohydrochloride). Yield: 85.5%. Reaction SMILES: [NH2:1][C:2]1[CH:17]=[CH:16][CH:15]=[CH:14][C:3]=1[C:4]([NH:6][CH2:7][CH2:8][C:9]1[NH:10][CH:11]=[CH:12][N:13]=1)=[O:5].[F:18][C:19]([F:30])([F:29])[C:20]1[CH:21]=[C:22]([CH:26]=[CH:27][CH:28]=1)[C:23]([Cl:25])=[O:24]>>[ClH:25].[NH:13]1[CH:12]=[CH:11][N:10]=[C:9]1[CH2:8][CH2:7][NH:6][C:4](=[O:5])[C:3]1[CH:14]=[CH:15][CH:16]=[CH:17][C:2]=1[NH:1][C:23](=[O:24])[C:22]1[CH:26]=[CH:27][CH:28]=[C:20]([C:19]([F:18])([F:29])[F:30])[CH:21]=1 |f:2.3|. Reported procedure: The titled compound was prepared substantially in accordance with the method detailed in Example 11 using 14.1 g (0.0612 mol) of 2-amino-N-[2-(1H-imidazol-2-yl)-ethyl]benzamide, prepared as in Example 6A, and 25.5 g (0.1224 mol) of m-trifluoromethylbenzoyl chloride with the exception that after removing ethyl acetate the resulting solid was suspended in methanol. To this suspension was added a diethyl ether/hydrochloric acid solution. The resulting solution was reduced to dryness under reduced p... The reactants are C[P+](C)(C)CC#N, CCC#N, CCN(C(C)C)C(C)C, CCO, Clc1ccc(N2CCNCC2)cc1, Cl, [I-], O, O=C1Nc2cc(CO)cnc2N2CCCCC12. Product: O=C1Nc2cc(CN3CCN(c4ccc(Cl)cc4)CC3)cnc2N2CCCCC12. RXN SMILES: [C:19]([CH2:20][P+:21]([CH3:22])([CH3:23])[CH3:24])#[N:25].[C:49](#[N:50])[CH2:51][CH3:52].[CH2:26]([N:27]([CH:28]([CH3:29])[CH3:30])[CH:31]([CH3:32])[CH3:33])[CH3:34].[CH3:53][CH2:54][OH:55].[Cl:36][c:37]1[cH:38][cH:39][c:40]([N:43]2[CH2:44][CH2:45][NH:46][CH2:47][CH2:48]2)[cH:41][cH:42]1.[ClH:35].[I-:18].[OH2:56].[OH:1][CH2:2][c:3]1[cH:4][c:5]2[c:10]([n:11][cH:12]1)[N:9]1[CH:8]([C:7](=[O:17])[NH:6]2)[CH2:16][CH2:15][CH2:14][CH2:13]1>>[CH2:2]([c:3]1[cH:4][c:5]2[c:10]([n:11][cH:12]1)[N:9]1[CH:8]([C:7](=[O:17])[NH:6]2)[CH2:16][CH2:15][CH2:14][CH2:13]1)[N:46]1[CH2:45][CH2:44][N:43]([c:40]2[cH:39][cH:38][c:37]([Cl:36])[cH:42][cH:41]2)[CH2:48][CH2:47]1.